From a dataset of the Open Reaction Database (ORD), a public repository of structured organic reaction records. describe an organic reaction: reactants, conditions, products, and yield The reactants are BrC=1C=C(C=C(C1)O[Si](C(C)C)(C(C)C)C(C)C)NC1=CC=C(C#N)C=C1 (4-(3-Bromo-5-triisopropylsilanyloxy-phenylamino)-benzonitrile), C(C)(C)[Si](N1C=CC2=C(C=CC=C12)C=1C=C(C=C(C1)O[Si](C(C)C)(C(C)C)C(C)C)NC=1C=CC(=NC1)C#N)(C(C)C)C(C)C (5-[3-(1-triisopropylsilanyl-1H-indol-4-yl)-5-triisopropylsilanyloxy-phenylamino]-pyridine-2-carbonitrile). Product: OC=1C=C(C=C(C1)C1=C2C=CNC2=CC=C1)NC=1C=CC(=NC1)C#N (5-[3-hydroxy-5-(1H-indol-4-yl)-phenylamino]-pyridine-2-carbonitrile). RXN SMILES: BrC1C=C(NC2C=CC(C#N)=CC=2)C=C(O[Si](C(C)C)(C(C)C)C(C)C)C=1.C([Si](C(C)C)(C(C)C)[N:32]1[C:40]2[C:35](=[C:36]([C:41]3[CH:42]=[C:43]([NH:58][C:59]4[CH:60]=[CH:61][C:62]([C:65]#[N:66])=[N:63][CH:64]=4)[CH:44]=[C:45]([O:47][Si](C(C)C)(C(C)C)C(C)C)[CH:46]=3)[CH:37]=[CH:38][CH:39]=2)[CH:34]=[CH:33]1)(C)C>>[OH:47][C:45]1[CH:44]=[C:43]([NH:58][C:59]2[CH:60]=[CH:61][C:62]([C:65]#[N:66])=[N:63][CH:64]=2)[CH:42]=[C:41]([C:36]2[CH:37]=[CH:38][CH:39]=[C:40]3[C:35]=2[CH:34]=[CH:33][NH:32]3)[CH:46]=1. Reported procedure: 4-(3-Bromo-5-triisopropylsilanyloxy-phenylamino)-benzonitrile was converted to 5-[3-(1-triisopropylsilanyl-1H-indol-4-yl)-5-triisopropylsilanyloxy-phenylamino]-pyridine-2-carbonitrile, and the triisopropylsilyl groups were removed with tetra n-butylammonium fluoride to give 5-[3-hydroxy-5-(1H-indol-4-yl)-phenylamino]-pyridine-2-carbonitrile as described in Example 35. 1H NMR (400 MHz, CD3OD) δ 8.31 (dd, J=2.8, 0.4 Hz, 1H), 7.57 (dd, J=8.8, 0.8 Hz, 1H), 7.49 (dd, J=8.8, 2.8 Hz, 1H), 7.35 (m, 1H),... Starting materials: ClCCOC1=C(C=CC=C1F)C1(CC1)NC=1C(N(C=CN1)C=1C=C(C(=O)NC2CC2)C=CC1C)=O (3-[3-({1-[2-(2-chloroethoxy)-3-fluorophenyl]cyclopropyl}amino)-2-oxopyrazin-1(2H)-yl]-N-cyclopropyl-4-methylbenzamide), NCCO (2-aminoethanol), O1CCOCC1 (dioxane). Product: C1(CC1)NC(C1=CC(=C(C=C1)C)N1C(C(=NC=C1)NC1(CC1)C1=C(C(=CC=C1)F)OCCNC[C@@H](C)O)=O)=O (N-cyclopropyl-3-[3-({1-[3-fluoro-2-(2-{[(2R)-2-hydroxypropyl]amino}ethoxy)phenyl]cyclopropyl}amino)-2-oxopyrazin-1(2H)-yl]-4-methylbenzamide). Reaction SMILES: Cl[CH2:2][CH2:3][O:4][C:5]1[C:10]([F:11])=[CH:9][CH:8]=[CH:7][C:6]=1[C:12]1([NH:15][C:16]2[C:17](=[O:35])[N:18]([C:22]3[CH:23]=[C:24]([CH:31]=[CH:32][C:33]=3[CH3:34])[C:25]([NH:27][CH:28]3[CH2:30][CH2:29]3)=[O:26])[CH:19]=[CH:20][N:21]=2)[CH2:14][CH2:13]1.[NH2:36][CH2:37][CH2:38][OH:39].O1CCOC[CH2:41]1>>[CH:28]1([NH:27][C:25](=[O:26])[C:24]2[CH:31]=[CH:32][C:33]([CH3:34])=[C:22]([N:18]3[CH:19]=[CH:20][N:21]=[C:16]([NH:15][C:12]4([C:6]5[CH:7]=[CH:8][CH:9]=[C:10]([F:11])[C:5]=5[O:4][CH2:3][CH2:2][NH:36][CH2:37][C@H:38]([OH:39])[CH3:41])[CH2:14][CH2:13]4)[C:17]3=[O:35])[CH:23]=2)[CH2:30][CH2:29]1. Procedure: 3-[3-({1-[2-(2-chloroethoxy)-3-fluorophenyl]cyclopropyl}amino)-2-oxopyrazin-1(2H)-yl]-N-cyclopropyl-4-methylbenzamide (Example 283f) (0.3 g) and 2-aminoethanol (0.147 g) were stirred together at 100° C. in dioxane (8 mL) in a sealed tube for 24 h. Purification by preparative HPLC (Xterra column 0.2% ammonia/MeCN eluent) give the title compound (0.094 g).